Dataset: the Open Reaction Database (ORD), a public repository of structured organic reaction records. Task: describe an organic reaction: reactants, conditions, products, and yield Starting materials: C(C)(C)(C)OC(=O)NC1=CC=C(C=C1)CCOC1=CC=C(C=C2C(NC(S2)=O)=O)C=C1 (5-(4-[2-(4-tert-butyloxycarbonylaminophenyl)ethoxy]benzylidene)thiazolidine-2,4-dione), [H][H] (hydrogen). Reagents/catalysts: [Pd] (palladium on charcoal). The solvent is C(C)(=O)OCC (ethyl acetate). Product: C(C)(C)(C)OC(=O)NC1=CC=C(C=C1)CCOC1=CC=C(C=C1)CC1C(NC(S1)=O)=O (5-(-[4-[2-(4-tert-butyloxycarbonylaminophenyl)ethoxy]phenyl]methyl)thiazolidine-2,4-dione). Isolated yield 99.1%. RXN SMILES: [C:1]([O:5][C:6]([NH:8][C:9]1[CH:14]=[CH:13][C:12]([CH2:15][CH2:16][O:17][C:18]2[CH:31]=[CH:30][C:21]([CH:22]=[C:23]3[S:27][C:26](=[O:28])[NH:25][C:24]3=[O:29])=[CH:20][CH:19]=2)=[CH:11][CH:10]=1)=[O:7])([CH3:4])([CH3:3])[CH3:2].[H][H]>C(OCC)(=O)C.[Pd]>[C:1]([O:5][C:6]([NH:8][C:9]1[CH:14]=[CH:13][C:12]([CH2:15][CH2:16][O:17][C:18]2[CH:31]=[CH:30][C:21]([CH2:22][CH:23]3[S:27][C:26](=[O:28])[NH:25][C:24]3=[O:29])=[CH:20][CH:19]=2)=[CH:11][CH:10]=1)=[O:7])([CH3:4])([CH3:2])[CH3:3]. Reported procedure: A solution of 0.5 g (1.14 mmole) 5-(4-[2-(4-tert-butyloxycarbonylaminophenyl)ethoxy]benzylidene)thiazolidine-2,4-dione in ethyl acetate was hydrogenated in the presence of 5% palladium on charcoal at room temperature and atmospheric pressure until hydrogen uptake ceased. The solution was filtered through celite, the filter pad was washed with ethyl acetate and the filtrate was evaporated to give 0.5 g (yield 99%) of 5-(-[4-[2-(4-tert-butyloxycarbonylaminophenyl)ethoxy]phenyl]methyl)thiazolidine-... Yields the product NC1=C(C=CC=C1C)NC(=S)NC1=CSC=C1C (N-(2-Amino-3-methylphenyl)-N′-(4-methyl-3-thienyl)thiourea). Reported procedure: is obtained analogously to the reaction described in example 1 b) from 4-methyl-3-thienyl isothiocyanate and 3-methyl-1,2-diaminobenzene. Crystalline solid, m.p. 184-186° C., As a reaction SMILES: [CH3:1][C:2]1[C:3]([N:7]=[C:8]=[S:9])=[CH:4][S:5][CH:6]=1.[CH3:10][C:11]1[C:12]([NH2:18])=[C:13]([NH2:17])[CH:14]=[CH:15][CH:16]=1>>[NH2:18][C:12]1[C:11]([CH3:10])=[CH:16][CH:15]=[CH:14][C:13]=1[NH:17][C:8]([NH:7][C:3]1[C:2]([CH3:1])=[CH:6][S:5][CH:4]=1)=[S:9]. Starting materials: CC=1C(=CSC1)N=C=S (4-methyl-3-thienyl isothiocyanate), CC=1C(=C(C=CC1)N)N (3-methyl-1,2-diaminobenzene). Starting materials: ClC1=C(C=C(C=C1)[C@@]1(O[C@@H]([C@H]([C@@H]([C@H]1O)O)O)CO)OC)CC1=C(C(=C(C=C1)OC)F)F ((2S,3R,4S,5S,6R)-2-[4-chloro-3-[(2,3-difluoro-4-methoxy-phenyl)methyl]phenyl]-6-(hydroxymethyl)-2-methoxy-tetrahydropyran-3,4,5-triol), C[Si](Cl)(C)C (trimethyl-chloro-silane). Reagents/catalysts: CN(C1=CC=NC=C1)C (4-dimethylamino pyridine). Run in N1=CC=CC=C1 (pyridine). Reaction conditions: time 16 hour. Product: ClC1=C(C=C(C=C1)[C@@]1(O[C@@H]([C@H]([C@@H]([C@H]1O)O)O)CO[Si](C)(C)C)OC)CC1=C(C(=C(C=C1)OC)F)F ((2S,3R,4S,5S,6R)-2-[4-chloro-3-[(2,3-difluoro-4-methoxy-phenyl)methyl]phenyl]-2-methoxy-6-(trimethylsilyloxymethyl)tetrahydropyran-3,4,5-triol). Isolated yield 107.7%. As a reaction SMILES: [Cl:1][C:2]1[CH:7]=[CH:6][C:5]([C@@:8]2([O:19][CH3:20])[C@H:13]([OH:14])[C@@H:12]([OH:15])[C@H:11]([OH:16])[C@@H:10]([CH2:17][OH:18])[O:9]2)=[CH:4][C:3]=1[CH2:21][C:22]1[CH:27]=[CH:26][C:25]([O:28][CH3:29])=[C:24]([F:30])[C:23]=1[F:31].[CH3:32][Si:33]([CH3:36])([CH3:35])Cl>N1C=CC=CC=1.CN(C)C1C=CN=CC=1>[Cl:1][C:2]1[CH:7]=[CH:6][C:5]([C@@:8]2([O:19][CH3:20])[C@H:13]([OH:14])[C@@H:12]([OH:15])[C@H:11]([OH:16])[C@@H:10]([CH2:17][O:18][Si:33]([CH3:36])([CH3:35])[CH3:32])[O:9]2)=[CH:4][C:3]=1[CH2:21][C:22]1[CH:27]=[CH:26][C:25]([O:28][CH3:29])=[C:24]([F:30])[C:23]=1[F:31]. Reported procedure: (2S,3R,4S,5S,6R)-2-[4-chloro-3-[(2,3-difluoro-4-methoxy-phenyl)methyl]phenyl]-6-(hydroxymethyl)-2-methoxy-tetrahydropyran-3,4,5-triol 2g (1.31 g, 2.84 mmol) was dissolved in 15 mL pyridine, followed by addition of 4-dimethylamino pyridine (70 mg, 0.57 mmol) and trimethyl-chloro-silane (514 mg, 3.4 mmol). The reaction mixture was stirred for 16 hours and then concentrated under reduced pressure. The resulting residue was dissolved in 150 mL ethyl acetate and washed with pyridine (50 mL×2), water ... Reactants: NC1=C(SC(=C1)Br)C(=O)N (3-amino-5-bromothiophene-2-carboxamide), FC(CC(C)=O)(F)F (4,4,4-trifluorobutan-2-one), CC=1C=CC(=CC1)S(=O)(=O)O (PTSA), 1,1′-bis(diphenylphosphino)ferrocenepalladium (II) dichloride dichloromethane, CC1(OB(OC1(C)C)C=1C=NNC1)C (4-(4,4,5,5-tetramethyl-1,3,2-dioxaborolan-2-yl)-1H-pyrazole), C([O-])([O-])=O.[Na+].[Na+] (sodium carbonate), C(=O)(O)[O-].[Na+] (NaHCO3). Run in C(C)(=O)O (acetic acid), O (water), COCCOC (1,2-dimethoxyethane). Product: CC1(NC(C2=C(N1)C=C(S2)C=2C=NNC2)=O)CC(F)(F)F (2-methyl-6-(1H-pyrazol-4-yl)-2-(2,2,2-trifluoroethyl)-2,3-dihydrothieno[3,2-d]pyrimidin-4(1H)-one). Yield: 33.2%. As a reaction SMILES: [NH2:1][C:2]1[CH:6]=[C:5](Br)[S:4][C:3]=1[C:8]([NH2:10])=[O:9].[F:11][C:12]([F:18])([F:17])[CH2:13][C:14](=O)[CH3:15].CC1C=CC(S(O)(=O)=O)=CC=1.C([O-])(O)=O.[Na+].CC1(C)C(C)(C)OB([C:43]2[CH:44]=[N:45][NH:46][CH:47]=2)O1.C(=O)([O-])[O-].[Na+].[Na+]>O.COCCOC.C(O)(=O)C>[CH3:15][C:14]1([CH2:13][C:12]([F:18])([F:17])[F:11])[NH:1][C:2]2[CH:6]=[C:5]([C:43]3[CH:44]=[N:45][NH:46][CH:47]=3)[S:4][C:3]=2[C:8](=[O:9])[NH:10]1 |f:3.4,6.7.8|. Procedure details: A mixture of 3-amino-5-bromothiophene-2-carboxamide (221 mg, 1.0 mmol), 4,4,4-trifluorobutan-2-one (1.26 g, 10 mmol), PTSA (19.0 mg, 0.1 mmol) and acetic acid (2 mL) was microwave-irradiated at 120° C. for 1 h. Then, the mixture was poured into saturated aqueous NaHCO3 (100 mL). Extraction with EtOAc (100 mL), washing with brine, drying over MgSO4, filtration and concentration under reduced pressure gave a yellow solid. This residue was mixed with 4-(4,4,5,5-tetramethyl-1,3,2-dioxaborolan-2-yl)-... Reactants: CCC1Cc2cc(OC)c(Cl)c(Cl)c2C1=O, CI, COCCOC, [H-], [Na+], O. The product is CCC1(C)Cc2cc(OC)c(Cl)c(Cl)c2C1=O. As a reaction SMILES: [CH2:9]([CH3:10])[CH:11]1[C:12](=[O:24])[c:13]2[c:14]([Cl:23])[c:15]([Cl:22])[c:16]([O:20][CH3:21])[cH:17][c:18]2[CH2:19]1.[CH3:25][I:26].[CH3:3][O:4][CH2:5][CH2:6][O:7][CH3:8].[H-:1].[Na+:2].[OH2:27]>>[CH3:3][C:11]1([CH2:9][CH3:10])[C:12](=[O:24])[c:13]2[c:14]([Cl:23])[c:15]([Cl:22])[c:16]([O:20][CH3:21])[cH:17][c:18]2[CH2:19]1. Run at time 14 hour. Reagents/catalysts: [OH-].[OH-].[Pd+2] (palladium hydroxide on carbon). The product is N[C@H]1[C@@H](CN(CC1)C(=O)OC(C)(C)C)CC ((3R,4R)-tert-butyl 4-amino-3-ethylpiperidine-1-carboxylate), CC(=O)O (HOAc). Reported procedure: A flask was flushed with nitrogen and charged with 20% palladium hydroxide on carbon (91 mg, 0.647 mmol). A solution of (3R,4R)-tert-butyl 3-ethyl-4-(((R)-1-phenylethyl)amino)piperidine-1-carboxylate (430.5 mg, 1.295 mmol) in acetic acid (8.6 ml) was added. The flask was flushed with nitrogen, sealed, evacuated briefly, and charged with hydrogen. The mixture was stirred at room temperature for 14 hrs. The flask was evacuated, backfilled with nitrogen, and opened. The reaction mixture is filtered... Yield: 94.0%. Reactants: C(C)[C@@H]1CN(CC[C@H]1N[C@H](C)C1=CC=CC=C1)C(=O)OC(C)(C)C ((3R,4R)-tert-butyl 3-ethyl-4-(((R)-1-phenylethyl)amino)piperidine-1-carboxylate), C(C)(=O)O (acetic acid). Reaction SMILES: [CH2:1]([C@H:3]1[C@H:8]([NH:9][C@@H](C2C=CC=CC=2)C)[CH2:7][CH2:6][N:5]([C:18]([O:20][C:21]([CH3:24])([CH3:23])[CH3:22])=[O:19])[CH2:4]1)[CH3:2].[C:25]([OH:28])(=[O:27])[CH3:26]>[OH-].[OH-].[Pd+2]>[NH2:9][C@@H:8]1[CH2:7][CH2:6][N:5]([C:18]([O:20][C:21]([CH3:23])([CH3:22])[CH3:24])=[O:19])[CH2:4][C@H:3]1[CH2:1][CH3:2].[CH3:26][C:25]([OH:28])=[O:27] |f:2.3.4|. Reaction SMILES: [CH3:37][N:38]([CH3:39])[CH:40]=[O:41].[Cl-:35].[F:19][C:20]([O:21][c:22]1[cH:23][c:24]([C:25](=[O:26])[O:27][CH2:28][Cl:29])[cH:30][cH:31][cH:32]1)([F:33])[F:34].[F:3][C:4]([c:5]1[cH:6][c:7](-[c:11]2[nH:12][o:13][c:14](=[O:16])[n:15]2)[n:8][cH:9][cH:10]1)([F:17])[F:18].[H-:1].[NH4+:36].[Na+:2]>>[F:3][C:4]([c:5]1[cH:6][c:7](-[c:11]2[n:12][o:13][c:14](=[O:16])[n:15]2[CH2:28][O:27][C:25]([c:24]2[cH:23][c:22]([O:21][C:20]([F:19])([F:33])[F:34])[cH:32][cH:31][cH:30]2)=[O:26])[n:8][cH:9][cH:10]1)([F:17])[F:18]. The product is O=C(OCn1c(-c2cc(C(F)(F)F)ccn2)noc1=O)c1cccc(OC(F)(F)F)c1. Reactants: CN(C)C=O, [Cl-], O=C(OCCl)c1cccc(OC(F)(F)F)c1, O=c1nc(-c2cc(C(F)(F)F)ccn2)[nH]o1, [H-], [NH4+], [Na+].